Dataset: the Open Reaction Database (ORD), a public repository of structured organic reaction records. Task: describe an organic reaction: reactants, conditions, products, and yield Starting materials: COC1=CC=C2C=CC=C(C2=C1)CCNC(C)=O (N-[2-(7-methoxy-1-naphthyl)ethyl]acetamide). The solvent is ClCCl (dichloromethane), ClCCl (dichloromethane). Reaction conditions: time 15 minute. The product is OC1=CC=C2C=CC=C(C2=C1)CCNC(C)=O (N-[2-(7-Hydroxy-1-naphthyl)ethyl]acetamide). As a reaction SMILES: C[O:2][C:3]1[CH:12]=[C:11]2[C:6]([CH:7]=[CH:8][CH:9]=[C:10]2[CH2:13][CH2:14][NH:15][C:16](=[O:18])[CH3:17])=[CH:5][CH:4]=1>ClCCl>[OH:2][C:3]1[CH:12]=[C:11]2[C:6]([CH:7]=[CH:8][CH:9]=[C:10]2[CH2:13][CH2:14][NH:15][C:16](=[O:18])[CH3:17])=[CH:5][CH:4]=1. Procedure: Under an inert atmosphere, 27.5 mmol of boron tribromide/dimethyl sulphide complex are dissolved in 100 ml of dichloromethane and stirred for 15 min at ambient temperature. A solution of 13.7 mmol of N-[2-(7-methoxy-1-naphthyl)ethyl]acetamide in 50 ml of dichloromethane is added and the reaction mixture is heated at reflux for 30 hours. After cooling, the reaction mixture is hydrolysed with caution and the dichloromethane is evaporated off. The mixture is then extracted with ethyl acetate, the c...